Task: describe an organic reaction: reactants, conditions, products, and yield. Dataset: the Open Reaction Database (ORD), a public repository of structured organic reaction records Starting materials: ClC=1C=C2C=C(NC2=CC1Cl)CC(F)(F)F (5,6-Dichloro-2-(2,2,2-trifluoro-ethyl)-1H-indole), [H-].[Na+] (NaH), ClC1=CC=CC=2N(C(=NC21)CC(F)(F)F)Cl (dichloro-2-(2,2,2-trifluoro-ethyl)-1H-benzoimidazole), BrCC(=O)C=1C(=NOC1C)C1=CC=CC=C1 (2-bromo-1-(5-methyl-3-phenylisoxazol-4-yl)ethan-1-one), [NH4+].[Cl-] (NH4Cl). The solvent is CN(C)C=O (DMF). Conditions: temperature 0 celsius. Product: EtOAc hexanes, ClC1=CC2=C(N(C(=N2)CC(F)(F)F)CC(=O)C=2C(=NOC2C)C2=CC=CC=C2)C=C1Cl (2-[5,6-Dichloro-2-(2,2,2-trifluoro-ethyl)-benzoimidazol-1-yl]-1-(5-methyl-3-phenyl-isoxazol-4-yl)-ethanone). The yield is 0.0%. As a reaction SMILES: [H-].[Na+].ClC1C2N=C(CC(F)(F)F)[N:9](Cl)C=2C=CC=1.[Cl:19][C:20]1[CH:21]=[C:22]2[C:26](=[CH:27][C:28]=1[Cl:29])[NH:25][C:24]([CH2:30][C:31]([F:34])([F:33])[F:32])=C2.Br[CH2:36][C:37]([C:39]1[C:40]([C:45]2[CH:50]=[CH:49][CH:48]=[CH:47][CH:46]=2)=[N:41][O:42][C:43]=1[CH3:44])=[O:38].[NH4+].[Cl-]>CN(C=O)C>[Cl:29][C:28]1[C:20]([Cl:19])=[CH:21][C:22]2[N:9]([CH2:36][C:37]([C:39]3[C:40]([C:45]4[CH:50]=[CH:49][CH:48]=[CH:47][CH:46]=4)=[N:41][O:42][C:43]=3[CH3:44])=[O:38])[C:24]([CH2:30][C:31]([F:32])([F:33])[F:34])=[N:25][C:26]=2[CH:27]=1 |f:0.1,5.6|. Procedure: NaH (60%) (60 mg, 1.5 mmol) was added into a solution of dichloro-2-(2,2,2-trifluoro-ethyl)-1H-benzoimidazole. 5,6-Dichloro-2-(2,2,2-trifluoro-ethyl)-1H-indole (269 mg, 1 mmol) in DMF (5 ml) at 0° C. The resulting mixture was stirred at 0° C. for half hours. 2-bromo-1-(5-methyl-3-phenylisoxazol-4-yl)ethan-1-one (420 mg, 1.5 mmol) was then added to the reaction mixture at 0° C. The reaction temperature was raised to 25° C. and then the reaction mixture was stirred for 18 hours. NH4Cl (aq.) was ad...